From a dataset of the Open Reaction Database (ORD), a public repository of structured organic reaction records. describe an organic reaction: reactants, conditions, products, and yield Starting materials: Two, Cl (HCl), C(C)(C)(C)OC(=O)NCC(C(=O)OCC)(C)C (Ethyl 3-[(tert-butoxycarbonyl)amino]-2,2-dimethylpropanoate), O[Li].O (LiOH.H2O), C1CCOC1 (THF). Solvent: O (water), C(Cl)Cl (CH2Cl2), CCCCCCC (heptane). Conditions: temperature 64 celsius. The product is C(C)(C)(C)OC(=O)NCC(C(=O)O)(C)C (3-[(tert-Butoxycarbonyl)amino]-2,2-dimethylpropanoic acid). Isolated yield 160.5%. RXN SMILES: [C:1]([O:5][C:6]([NH:8][CH2:9][C:10]([CH3:17])([CH3:16])[C:11]([O:13]CC)=[O:12])=[O:7])([CH3:4])([CH3:3])[CH3:2].O[Li].O.C1COCC1.Cl>CCCCCCC.C(Cl)Cl.O>[C:1]([O:5][C:6]([NH:8][CH2:9][C:10]([CH3:17])([CH3:16])[C:11]([OH:13])=[O:12])=[O:7])([CH3:4])([CH3:2])[CH3:3] |f:1.2|. Procedure: Two 22 L flasks were each charged with compound 54a (583 g, 2.38 mol), LiOH.H2O (204.5 g, 4.87 mol), THF (5.7 L), and water (4.75 L). The reaction mixtures were heated to 64° C. for 19 h. The mixtures were then cooled to 10° C. with an ice bath. Approximately 1 L of 6N HCl was added to each reaction mixture to bring the pH to 3-3.5. Each mixture was combined with 2.9 L of CH2Cl2, and the aqueous layers were separated. The aqueous layers were extracted with another 1.5 L portion of CH2Cl2. The co... Reactants: NaBH(Oac)3, ClCCCl (DCE), C(=O)C1=C(C=C(C=C1OC)C(F)(F)F)C1=CC=C(C=C1)C(=O)OC (methyl 2′-formyl-3′-methoxy-5′-(trifluoromethyl)-[1,1′-biphenyl]-4-carboxylate), ClC1=C(C=CC(=C1)N)C1=CC=C(C=C1)Cl (2,4′-dichloro-[1,1′-biphenyl]-4-amine). Run in C(Cl)Cl (DCM). Yields the product ClC1=C(C=CC(=C1)NCC1=C(C=C(C=C1OC)C(F)(F)F)C1=CC=C(C=C1)C(=O)OC)C1=CC=C(C=C1)Cl (Methyl 2′-(((2,4′-dichloro-[1,1′-biphenyl]-4-yl)amino)methyl)-3′-methoxy-5′-(trifluoromethyl)-[1,1′-biphenyl]-4-carboxylate). Reaction SMILES: ClCCCl.[CH:5]([C:7]1[C:12]([O:13][CH3:14])=[CH:11][C:10]([C:15]([F:18])([F:17])[F:16])=[CH:9][C:8]=1[C:19]1[CH:24]=[CH:23][C:22]([C:25]([O:27][CH3:28])=[O:26])=[CH:21][CH:20]=1)=O.[Cl:29][C:30]1[CH:35]=[C:34]([NH2:36])[CH:33]=[CH:32][C:31]=1[C:37]1[CH:42]=[CH:41][C:40]([Cl:43])=[CH:39][CH:38]=1>C(Cl)Cl>[Cl:29][C:30]1[CH:35]=[C:34]([NH:36][CH2:5][C:7]2[C:12]([O:13][CH3:14])=[CH:11][C:10]([C:15]([F:16])([F:17])[F:18])=[CH:9][C:8]=2[C:19]2[CH:24]=[CH:23][C:22]([C:25]([O:27][CH3:28])=[O:26])=[CH:21][CH:20]=2)[CH:33]=[CH:32][C:31]=1[C:37]1[CH:42]=[CH:41][C:40]([Cl:43])=[CH:39][CH:38]=1. Reported procedure: Solid NaBH(Oac)3 (113 mg, 0.54 mmol) was added to a DCE solution (4 mL) of methyl 2′-formyl-3′-methoxy-5′-(trifluoromethyl)-[1,1′-biphenyl]-4-carboxylate (121 mg, 0.36 mmol) and 2,4′-dichloro-[1,1′-biphenyl]-4-amine (93 mg, 0.39 mmol), and the resulting mixture was stirred at room temperature. After 16 h the resulting mixture was diluted with DCM, washed with saturated aqueous NaHCO3 and water, dried (Na2SO4), concentrated and purified via column chromatography to yield the title compound.